Dataset: the Open Reaction Database (ORD), a public repository of structured organic reaction records. Task: describe an organic reaction: reactants, conditions, products, and yield Reported procedure: Potassium nitrosodisulfonate (46.1 g, 172 mmol) was added to a 0.1 M aqueous solution of sodium phosphate at pH=7 (1 L) at room temperature. 7-Methylindoline (CAS #: 65673-86-1) (10.4 g, 78 mmol) was dissolved in 100 mL of acetone and added to the reaction in one portion at room temperature. After 30 minutes the reaction was diluted with ethyl acetate and the organic layer was separated. The aqueous layer was then extracted with ethyl acetate. The organic layers were combined, dried over magnesi... Product: CC=1C=C(C=C2C=CNC12)O (7-Methyl-1H-indol-5-ol). As a reaction SMILES: N(S([O-])(=O)=O)(S([O-])(=O)=O)[O].[K+].[K+].P([O-])([O-])([O-])=[O:14].[Na+].[Na+].[Na+].[CH3:21][C:22]1[CH:23]=[CH:24][CH:25]=[C:26]2[C:30]=1[NH:29][CH2:28][CH2:27]2>CC(C)=O.C(OCC)(=O)C>[CH3:21][C:22]1[CH:23]=[C:24]([OH:14])[CH:25]=[C:26]2[C:30]=1[NH:29][CH:28]=[CH:27]2 |f:0.1.2,3.4.5.6,^1:9|. Starting materials: N([O])(S(=O)(=O)[O-])S(=O)(=O)[O-].[K+].[K+] (Potassium nitrosodisulfonate), aqueous solution, P(=O)([O-])([O-])[O-].[Na+].[Na+].[Na+] (sodium phosphate), CC=1C=CC=C2CCNC12 (7-Methylindoline). Solvent: CC(=O)C (acetone), C(C)(=O)OCC (ethyl acetate). Starting materials: N1C=C(C2=CC=CC=C12)C=1C(OC(C1C1=CN(C2=CC=CC=C12)C)=O)=O (3-(indol-3-yl)-4-(1-methyl-indol-3-yl)-furan-2,5-dione), [H-].[Na+] (sodium hydride), BrCC1=C(C=CC=C1)CBr (1,2-bis-bromomethyl-benzene). Solvent: CN(C=O)C (dimethylformamide), CN(C=O)C (dimethylformamide). Reaction conditions: temperature 0 celsius, time 35 minute. Product: BrCC1=C(CN2C=C(C3=CC=CC=C23)C=2C(OC(C2C2=CN(C3=CC=CC=C23)C)=O)=O)C=CC=C1 (3-[1-(2-Bromomethyl-benzyl)-indol-3-yl]-4-(1-methyl-indol-3-yl)-furan-2,5-dione). The yield is 17.1%. RXN SMILES: [NH:1]1[C:9]2[C:4](=[CH:5][CH:6]=[CH:7][CH:8]=2)[C:3]([C:10]2[C:11](=[O:26])[O:12][C:13](=[O:25])[C:14]=2[C:15]2[C:23]3[C:18](=[CH:19][CH:20]=[CH:21][CH:22]=3)[N:17]([CH3:24])[CH:16]=2)=[CH:2]1.[H-].[Na+].Br[CH2:30][C:31]1[CH:36]=[CH:35][CH:34]=[CH:33][C:32]=1[CH2:37][Br:38]>CN(C)C=O>[Br:38][CH2:37][C:32]1[CH:33]=[CH:34][CH:35]=[CH:36][C:31]=1[CH2:30][N:1]1[C:9]2[C:4](=[CH:5][CH:6]=[CH:7][CH:8]=2)[C:3]([C:10]2[C:11](=[O:26])[O:12][C:13](=[O:25])[C:14]=2[C:15]2[C:23]3[C:18](=[CH:19][CH:20]=[CH:21][CH:22]=3)[N:17]([CH3:24])[CH:16]=2)=[CH:2]1 |f:1.2|. Procedure details: A suspension of 3-(indol-3-yl)-4-(1-methyl-indol-3-yl)-furan-2,5-dione (1.0 g, 3 mmol) and sodium hydride (154 mg, 3.5 mmol, 55-60% dispersion in oil) in dimethylformamide (20 mL) was stirred and cooled to 0° C., under a stream of nitrogen. After 35 min the solution was transferred to a dropping funnel and added slowly, over 40 min, to a solution of 1,2-bis-bromomethyl-benzene (3.8 g, 14.5 mmol) in dimethylformamide (6 mL). The resulting solution was stirred for 1 h at room temperature under a s...